Dataset: the Open Reaction Database (ORD), a public repository of structured organic reaction records. Task: describe an organic reaction: reactants, conditions, products, and yield Reactants: ClC1=CC=C2CC(NC2=C1)=O (6-Chloro-1,3-dihydro-indol-2-one), FC=1C=C(C=O)C=CC1 (3-fluoro-benzaldehyde). Run in CO (methanol), N1CCCCC1 (piperdine). Conditions: temperature 75 celsius. The product is ClC1=CC=C2C(C(NC2=C1)=O)=CC1=CC(=CC=C1)F (6-chloro-3-[1-(3-fluoro-phenyl)-methylidene]-1,3-dihydro -indol-2-one). As a reaction SMILES: [Cl:1][C:2]1[CH:10]=[C:9]2[C:5]([CH2:6][C:7](=[O:11])[NH:8]2)=[CH:4][CH:3]=1.[F:12][C:13]1[CH:14]=[C:15]([CH:18]=[CH:19][CH:20]=1)[CH:16]=O>CO.N1CCCCC1>[Cl:1][C:2]1[CH:10]=[C:9]2[C:5]([C:6](=[CH:16][C:15]3[CH:18]=[CH:19][CH:20]=[C:13]([F:12])[CH:14]=3)[C:7](=[O:11])[NH:8]2)=[CH:4][CH:3]=1. Procedure details: 6-Chloro-1,3-dihydro-indol-2-one (Aldrich, 7.5 g, 44.92 mmol) was treated with 3-fluoro-benzaldehyde (Aldrich, 5.57 g, 44.92 mmol) in methanol (50 mL) and piperdine (0.2 mL). The mixture was heated at 75° C. overnight and then cooled to room temperature. The solid was filtered and dried to give a yellow solid. 8.8 g.